The task is: describe an organic reaction: reactants, conditions, products, and yield. This data is from the Open Reaction Database (ORD), a public repository of structured organic reaction records. Reactants: [N+](=O)([O-])C=1C2=CC=CC=C2C=C2C=CC=CC12 (9-nitroanthracene), CN(C)[S+](N(C)C)N(C)C.C[Si-](C)(C)(F)F (TASF), C1CCOC1 (THF), OP(=O)(O)[O-].[K+] (KH2PO4), O (water). The solvent is C(C)#N (acetonitrile), CCOCC (ether). Conditions: time 24 hour. The product is CC(C(=O)OC)C1C=2C=CC=CC2C(C2=CC=CC=C12)[N+](=O)[O-] (Methyl α-Methyl-9-nitro-9,10-dihydroanthracene-10-acetate). As a reaction SMILES: [N+:1]([C:4]1[C:5]2[C:10]([CH:11]=[C:12]3[C:17]=1[CH:16]=[CH:15][CH:14]=[CH:13]3)=[CH:9][CH:8]=[CH:7][CH:6]=2)([O-:3])=[O:2].CN([S+](N(C)C)N(C)C)C.C[Si-](F)(F)(C)C.OP([O-])(O)=O.[K+].[OH2:40].[CH2:41]1[CH2:45][O:44][CH2:43][CH2:42]1>C(#N)C.CCOCC>[CH3:41][CH:42]([CH:11]1[C:10]2[C:5](=[CH:6][CH:7]=[CH:8][CH:9]=2)[CH:4]([N+:1]([O-:3])=[O:2])[C:17]2[CH:16]=[CH:15][CH:14]=[CH:13][C:12]1=2)[C:43]([O:44][CH3:45])=[O:40] |f:1.2,3.4|. Procedure: To a solution of 0.757 g (3.39 mmol) of 9-nitroanthracene and 0.663 mL (3.56 mmol) of MTS in 20 mL of anhydrous THF was added 0.941 g (3.42 mmol) of TASF in 2 mL of anhydrous acetonitrile at -78° C. The mixture was stirred for 24 hr. at -78° C. Then, ten mL of saturated KH2PO4 and 20 mL of water were added, the mixture was warmed to room temperature, and the product was extracted into ether. The combined ether extract was washed with water, dried, and concentrated. The major product, 0.491 g (56...